This data is from the Open Reaction Database (ORD), a public repository of structured organic reaction records. The task is: describe an organic reaction: reactants, conditions, products, and yield The reactants are CC1(C=CC=CC1=O)C (6,6-dimethylcyclohexadienone), C(CC#C)O (3-butyn-1-ol), C1=CC=CC=C1 (benzene). The product is CC1(C(C2C(=CC1C=C2)CCO)=O)C (3,3-dimethyl-6-(2-hydroxyethyl)-bicyclo(2.2.2)-octa-5,7-dien-2-one). As a reaction SMILES: [CH3:1][C:2]1([CH3:9])[C:7](=[O:8])[CH:6]=[CH:5][CH:4]=[CH:3]1.[CH2:10]([OH:14])[CH2:11]C#C.[CH:15]1C=CC=C[CH:16]=1>>[CH3:1][C:2]1([CH3:9])[CH:3]2[CH:15]=[CH:16][CH:6]([C:5]([CH2:11][CH2:10][OH:14])=[CH:4]2)[C:7]1=[O:8]. Procedure: A mixture of 50 g of 6,6-dimethylcyclohexadienone and 50 g of 3-butyn-1-ol in 300 ml of benzene is placed in an autoclave and heated to 200°-210° C. for 3 hours. The autoclave is then cooled to room temperature and the reaction mixture is removed, the solvent stripped and the residue distilled under vacuum through a 3 inch microvigreaux column yielding 65 g of 3,3-dimethyl-6-(2-hydroxyethyl)-bicyclo(2.2.2)-octa-5,7-dien-2-one having the structure: ##STR31## The reactants are COc1cc2c(Oc3ccc(Nc4ccc(C(C)(C)C)cc4)cc3)ncnc2cc1O, O=C([O-])[O-], CN(C)C=O, ClCCN1CCOCC1, Cl, [K+], [K+], O. Yields the product COc1cc2c(Oc3ccc(Nc4ccc(C(C)(C)C)cc4)cc3)ncnc2cc1OCCN1CCOCC1. Reaction SMILES: [C:1]([CH3:2])([CH3:3])([CH3:4])[c:5]1[cH:6][cH:7][c:8]([NH:9][c:10]2[cH:11][cH:12][c:13]([O:14][c:15]3[n:16][cH:17][n:18][c:19]4[cH:20][c:21]([OH:27])[c:22]([O:25][CH3:26])[cH:23][c:24]34)[cH:28][cH:29]2)[cH:30][cH:31]1.[C:32](=[O:33])([O-:34])[O-:35].[CH3:48][N:49]([CH3:50])[CH:51]=[O:52].[Cl:39][CH2:40][CH2:41][N:42]1[CH2:43][CH2:44][O:45][CH2:46][CH2:47]1.[ClH:38].[K+:36].[K+:37].[OH2:53]>>[C:1]([CH3:2])([CH3:3])([CH3:4])[c:5]1[cH:6][cH:7][c:8]([NH:9][c:10]2[cH:11][cH:12][c:13]([O:14][c:15]3[n:16][cH:17][n:18][c:19]4[cH:20][c:21]([O:27][CH2:40][CH2:41][N:42]5[CH2:43][CH2:44][O:45][CH2:46][CH2:47]5)[c:22]([O:25][CH3:26])[cH:23][c:24]34)[cH:28][cH:29]2)[cH:30][cH:31]1. The reactants are C(C)OCC (diethyl ether), BrCCCCCCCCCCCO (11-bromoundecanol), N1C=NC=C1 (imidazole), [Si](C)(C)(C(C)(C)C)Cl (tert-butyldimethylsilyl chloride). Solvent: O1CCCC1 (tetrahydrofuran), O1CCCC1 (tetrahydrofuran). Conditions: temperature 25 celsius, time 2 hour. Product: BrCCCCCCCCCCCO[Si](C)(C)C(C)(C)C (11-bromoundecyl-tert-butyldimethylsilyl ether). The yield is 94.1%. RXN SMILES: [Br:1][CH2:2][CH2:3][CH2:4][CH2:5][CH2:6][CH2:7][CH2:8][CH2:9][CH2:10][CH2:11][CH2:12][OH:13].N1C=CN=C1.[Si:19](Cl)([C:22]([CH3:25])([CH3:24])[CH3:23])([CH3:21])[CH3:20].C(OCC)C>O1CCCC1>[Br:1][CH2:2][CH2:3][CH2:4][CH2:5][CH2:6][CH2:7][CH2:8][CH2:9][CH2:10][CH2:11][CH2:12][O:13][Si:19]([C:22]([CH3:25])([CH3:24])[CH3:23])([CH3:21])[CH3:20]. Procedure: 100 g of 11-bromoundecanol (Fluka) is dissolved in 240 ml of tetrahydrofuran and mixed at 25° C. with 58 g of imidazole as well as 74.3 g of tert-butyldimethylsilyl chloride in 80 ml of tetrahydrofuran and stirred for 2 hours at 25° C. For working up, 700 ml of diethyl ether is added, the precipitated hydrochloride is filtered off, evaporated to dryness in a vacuum and chromatographed on silica gel with hexane/toluene. 136.9 g of 11-bromoundecyl-tert-butyldimethylsilyl ether is obtained as oil. The reactants are [BH4-], COc1cc(-c2ccccc2)c(C=O)cc1CC(=O)O, Cl, [Na+], C1CCOC1. Yields the product COc1cc(-c2ccccc2)c(C)cc1CC(=O)O. Reaction SMILES: [BH4-:21].[CH:1](=[O:2])[c:3]1[c:4](-[c:15]2[cH:16][cH:17][cH:18][cH:19][cH:20]2)[cH:5][c:6]([O:13][CH3:14])[c:7]([CH2:9][C:10](=[O:11])[OH:12])[cH:8]1.[ClH:23].[Na+:22].[O:24]1[CH2:25][CH2:26][CH2:27][CH2:28]1>>[CH3:1][c:3]1[c:4](-[c:15]2[cH:16][cH:17][cH:18][cH:19][cH:20]2)[cH:5][c:6]([O:13][CH3:14])[c:7]([CH2:9][C:10](=[O:11])[OH:12])[cH:8]1. Starting materials: ClC1=CC(=CC=C1)C(=O)OO (meta-chloroperbenzoic acid), ClC=1C=C(C=C(C1)F)C1=C(OC(=C1)C(=O)N1CSCC1)C=1C=C(C=CC1)C#N (3-[3-(3-Chloro-5-fluorophenyl)-5-(1,3-thiazolidin-3-ylcarbonyl)furan-2-yl]benzenecarbonitrile), S(=S)(=O)([O-])[O-].[Na+].[Na+] (sodium thiosulfate). Run in ClCCl (dichloromethane). Conditions: time 8 hour. Yields the product ClC=1C=C(C=C(C1)F)C1=C(OC(=C1)C(=O)N1CS(CC1)=O)C=1C=C(C=CC1)C#N (3-{3-(3-Chloro-5-fluorophenyl)-5-[(1-oxido-1,3-thiazolidin-3-yl)carbonyl]furan-2-yl}benzenecarbonitrile). RXN SMILES: [Cl:1][C:2]1[CH:3]=[C:4]([C:9]2[CH:13]=[C:12]([C:14]([N:16]3[CH2:20][CH2:19][S:18][CH2:17]3)=[O:15])[O:11][C:10]=2[C:21]2[CH:22]=[C:23]([C:27]#[N:28])[CH:24]=[CH:25][CH:26]=2)[CH:5]=[C:6]([F:8])[CH:7]=1.ClC1C=CC=C(C(OO)=[O:37])C=1.S([O-])([O-])(=O)=S.[Na+].[Na+]>ClCCl>[Cl:1][C:2]1[CH:3]=[C:4]([C:9]2[CH:13]=[C:12]([C:14]([N:16]3[CH2:20][CH2:19][S:18](=[O:37])[CH2:17]3)=[O:15])[O:11][C:10]=2[C:21]2[CH:22]=[C:23]([C:27]#[N:28])[CH:24]=[CH:25][CH:26]=2)[CH:5]=[C:6]([F:8])[CH:7]=1 |f:2.3.4|. Procedure: 95.0 mg (0.23 mmol) of the compound from Example 1 are provided in 3 ml of dichloromethane, and 51.6 mg (0.23 mmol) of meta-chloroperbenzoic acid are added. The mixture is stirred at room temperature overnight, a saturated aqueous sodium thiosulfate solution is subsequently added and the reaction mixture is purified by preparative HPLC (RP18 column; eluent: acetonitrile/water gradient). 63.0 mg (64% of theory) of the title compound are obtained. Starting materials: S1CC(NC(C2=C1C=CC=C2)=O)=O (2,3,4,5-tetrahydro-1,4-benzothiazepine-3,5-dione), BrCCCCCBr (1,5-dibromopentane), [H-].[Na+] (sodium hydride oil dispersion). Run in CN(C)C=O (DMF). Run at time 2 hour. Product: BrCCCCCN1C(CSC2=C(C1=O)C=CC=C2)=O (4-(5-bromopentyl)-2,3,4,5-tetrahydro-1,4-benzothiazepine-3,5-dione). The yield is 42.4%. As a reaction SMILES: [S:1]1[C:7]2[CH:8]=[CH:9][CH:10]=[CH:11][C:6]=2[C:5](=[O:12])[NH:4][C:3](=[O:13])[CH2:2]1.[Br:14][CH2:15][CH2:16][CH2:17][CH2:18][CH2:19]Br.[H-].[Na+]>CN(C=O)C>[Br:14][CH2:15][CH2:16][CH2:17][CH2:18][CH2:19][N:4]1[C:5](=[O:12])[C:6]2[CH:11]=[CH:10][CH:9]=[CH:8][C:7]=2[S:1][CH2:2][C:3]1=[O:13] |f:2.3|. Procedure: In 20 ml of DMF was dissolved 102 mg of 2,3,4,5-tetrahydro-1,4-benzothiazepine-3,5-dione and the solution then ice-cooled. Then, to the resulting solution were added 0.116 ml (1.5 equivalent) of 1,5-dibromopentane and 27.4 mg (1.2 equivalent) of a 60% sodium hydride oil dispersion and the mixture was stirred for 2 hours with ice-cooling. Thereafter, the reaction solution was reacted and/or treated and purified in the same manner as in Reference Example 1 to give 79.2 mg (yield: 42.4%) of the tit... Reactants: O (water), C=O (formaldehyde), COC1=CC=C(C=C1)N1OC(NC1=O)=O (2-(4-Methoxyphenyl)-1,2,4-oxadiazolidin-3,5-dione). Solvent: C(Cl)Cl (methylene chloride), CO (methanol), CO (methanol). Conditions: time 2 hour. Product: COC1=CC=C(C=C1)N1OC(N(C1=O)CO)=O (2-(4-methoxyphenyl)-4-hydroxymethyl-1,2,4-oxadiazolidin-3,5-dione). Reaction SMILES: [CH3:1][O:2][C:3]1[CH:8]=[CH:7][C:6]([N:9]2[C:13](=[O:14])[NH:12][C:11](=[O:15])[O:10]2)=[CH:5][CH:4]=1.[CH2:16]=[O:17].O>CO.C(Cl)Cl>[CH3:1][O:2][C:3]1[CH:4]=[CH:5][C:6]([N:9]2[C:13](=[O:14])[N:12]([CH2:16][OH:17])[C:11](=[O:15])[O:10]2)=[CH:7][CH:8]=1. Procedure: 2-(4-Methoxyphenyl)-1,2,4-oxadiazolidin-3,5-dione (0.05 mole) dissolved in methanol (100 ml) and aqueous formaldehyde (37% conc.; 0.06 mole) are charged into a glass reaction vessel equipped with a mechanical stirrer, thermometer and reflux condenser. The reaction mixture is heated at reflux, with stirring for a period of about 2 hours. After this time the reaction mixture is stripped of methanol and water, leaving a residue. This residue is dissolved in methylene chloride, and the resulting sol...